From a dataset of the Open Reaction Database (ORD), a public repository of structured organic reaction records. describe an organic reaction: reactants, conditions, products, and yield The reactants are CCN(C(C)C)C(C)C (Hünig's base), C(C)(C)(C)OC(=O)N1CCNCC1 (tert-butyl-1-piperazine carboxylate), C1(CC1)C1=NN(C=2N=C(C=C(C21)C(=O)O)C2=CC=C(C=C2)O)C2OCCCC2 (3-cyclopropyl-6-(4-hydroxy-phenyl)-1-(tetrahydro-pyran-2-yl)-1H-pyrazolo[3,4-b]pyridine-4-carboxylic acid). Solvent: O (water), C(Cl)Cl (DCM), C(Cl)Cl (DCM). Run at time 4 hour. Product: C(C)(C)(C)OC(=O)N1CCN(CC1)C(=O)C=1C2=C(N=C(C1)C1=CC=C(C=C1)O)N(N=C2C2CC2)C2OCCCC2 (4-[3-Cyclopropyl-6-(4-hydroxy-phenyl)-1-(tetrahydro-pyran-2-yl)-1H-pyrazolo[3,4-b]pyridine-4-carbonyl]-piperazine-1-carboxylic acid tert-butyl ester). Yield: 68.4%. Reaction SMILES: [CH:1]1([C:4]2[C:12]3[C:11]([C:13](O)=[O:14])=[CH:10][C:9]([C:16]4[CH:21]=[CH:20][C:19]([OH:22])=[CH:18][CH:17]=4)=[N:8][C:7]=3[N:6]([CH:23]3[CH2:28][CH2:27][CH2:26][CH2:25][O:24]3)[N:5]=2)[CH2:3][CH2:2]1.CCN(C(C)C)C(C)C.[C:38]([O:42][C:43]([N:45]1[CH2:50][CH2:49][NH:48][CH2:47][CH2:46]1)=[O:44])([CH3:41])([CH3:40])[CH3:39]>C(Cl)Cl.O>[C:38]([O:42][C:43]([N:45]1[CH2:50][CH2:49][N:48]([C:13]([C:11]2[C:12]3[C:4]([CH:1]4[CH2:3][CH2:2]4)=[N:5][N:6]([CH:23]4[CH2:28][CH2:27][CH2:26][CH2:25][O:24]4)[C:7]=3[N:8]=[C:9]([C:16]3[CH:17]=[CH:18][C:19]([OH:22])=[CH:20][CH:21]=3)[CH:10]=2)=[O:14])[CH2:47][CH2:46]1)=[O:44])([CH3:41])([CH3:39])[CH3:40]. Reported procedure: To a suspension of 0.80 g of 3-cyclopropyl-6-(4-hydroxy-phenyl)-1-(tetrahydro-pyran-2-yl)-1H-pyrazolo[3,4-b]pyridine-4-carboxylic acid in 13 ml of DCM were added 1.4 ml of Hünig's base, 0.98 g of BEP and 0.47 g of tert-butyl-1-piperazine carboxylate. The reaction was stirred at r.t. for 4 h. For workup it was diluted with water and DCM and the layers were separated. The organic layer was washed with water twice, dried over Na2SO4, filtered and concentrated in vacuo. The residue was purified by f... The reactants are CC(C)C(N)C(=O)O, O=CO. Product: CC(C)C(NC=O)C(=O)O. Reaction SMILES: [CH3:1][CH:2]([CH3:3])[CH:4]([NH2:5])[C:6]([OH:7])=[O:8].[CH:9](=[O:10])[OH:11]>>[CH3:1][CH:2]([CH3:3])[CH:4]([NH:5][CH:9]=[O:10])[C:6]([OH:7])=[O:8].